Dataset: the Open Reaction Database (ORD), a public repository of structured organic reaction records. Task: describe an organic reaction: reactants, conditions, products, and yield Starting materials: C(C=C)N1C(=C(C=2C1=C(N=CC2)C=NC2=CC=C(C=C2)F)C)C (N-(1-allyl-2,3-dimethyl-1H-pyrrolo[2,3-c]pyridin-7-ylmethylene)-4-fluorophenylamine), C(C1=CC=CC=C1)[Mg]Cl (benzylmagnesium chloride). Product: Cl.C(C=C)N1C(=C(C=2C1=C(N=CC2)C(CC2=CC=CC=C2)NC2=CC=C(C=C2)F)C)C (N-[1-(1-allyl-2,3-dimethyl-1H-pyrrolo[2,3-c]pyridin-7-yl)-2-phenylethyl]-4-fluorophenylamine hydrochloride). Yield: 33.0%. As a reaction SMILES: [CH2:1]([N:4]1[C:8]2=[C:9]([CH:13]=[N:14][C:15]3[CH:20]=[CH:19][C:18]([F:21])=[CH:17][CH:16]=3)[N:10]=[CH:11][CH:12]=[C:7]2[C:6]([CH3:22])=[C:5]1[CH3:23])[CH:2]=[CH2:3].[CH2:24]([Mg][Cl:32])[C:25]1[CH:30]=[CH:29][CH:28]=[CH:27][CH:26]=1>>[ClH:32].[CH2:1]([N:4]1[C:8]2=[C:9]([CH:13]([NH:14][C:15]3[CH:16]=[CH:17][C:18]([F:21])=[CH:19][CH:20]=3)[CH2:24][C:25]3[CH:30]=[CH:29][CH:28]=[CH:27][CH:26]=3)[N:10]=[CH:11][CH:12]=[C:7]2[C:6]([CH3:22])=[C:5]1[CH3:23])[CH:2]=[CH2:3] |f:2.3|. Reported procedure: In accordance with the same procedures as in Step 2 of Example 135, except for using N-(1-allyl-2,3-dimethyl-1H-pyrrolo[2,3-c]pyridin-7-ylmethylene)-4-fluorophenylamine prepared in Step 1 of Example 135 and benzylmagnesium chloride, the titled compound was obtained as a white solid. (Yield: 33%)